Task: describe an organic reaction: reactants, conditions, products, and yield. Dataset: the Open Reaction Database (ORD), a public repository of structured organic reaction records Starting materials: C(=O)(N1C=NC=C1)N1C=NC=C1 (1,1′-carbonyldiimidazole), C(C1=CC=CC=C1)OC1=C(OC(=CC1=O)C)C(=O)O (3-(benzyloxy)-6-methyl-4-oxo-4H-pyran-2-carboxylic acid), C(C)NCC (Diethylamine), CN (methylamine), CO (methanol). The solvent is CN(C)C=O (DMF). Run at temperature 40 celsius, time 2 hour. Product: C(C1=CC=CC=C1)OC1=C(N(C(=CC1=O)C)C)C(=O)N(CC)CC (3-(Benzyloxy)-N,N-diethyl-1,6-dimethyl-4-oxo-1,4-dihydropyridine-2-carboxamide). The yield is 68.9%. Reaction SMILES: [C:1](N1C=CN=C1)([N:3]1C=CN=C1)=O.[CH2:13]([O:20][C:21]1[C:26](=[O:27])[CH:25]=[C:24]([CH3:28])O[C:22]=1[C:29]([OH:31])=O)[C:14]1[CH:19]=[CH:18][CH:17]=[CH:16][CH:15]=1.[CH2:32]([NH:34][CH2:35][CH3:36])[CH3:33].CN.CO>CN(C=O)C>[CH2:13]([O:20][C:21]1[C:26](=[O:27])[CH:25]=[C:24]([CH3:28])[N:3]([CH3:1])[C:22]=1[C:29]([N:34]([CH2:35][CH3:36])[CH2:32][CH3:33])=[O:31])[C:14]1[CH:15]=[CH:16][CH:17]=[CH:18][CH:19]=1. Procedure: 1,1′-carbonyldiimidazole (1.87 g, 111.53 mmol) was added to a solution of the 3-(benzyloxy)-6-methyl-4-oxo-4H-pyran-2-carboxylic acid (2.0 g, 7.69 mmol) in DMF (15 ml) at room temperature. The resulting solution was heated at 40° C. for 3 hrs. A clear yellow solution was observed. Diethylamine (1.08 ml, 9.2 mmol) was added. The reaction mixture was stirred at 40 to 45° C. for 2 hrs. The reaction was cooled to room temperature at which time a solution of methylamine in methanol (11 ml of 2M solut... Starting materials: C(C1=CC=CC=C1)N[C@@H]1[C@H](CN(CC1)C(=O)OC(C)(C)C)F ((3S,4S) tert-butyl 4-(benzyl amino)-3-fluoropiperidine-1-carboxylate), 2.9. Reagents/catalysts: [Pd] (Pd/C). Solvent: CCO (EtOH). Reaction conditions: time 16 hour. The product is N[C@@H]1[C@H](CN(CC1)C(=O)OC(C)(C)C)F ((3S,4S) tert-butyl 4-amino-3-fluoropiperidine-1-carboxylate), 2.11. The yield is 93.0%. Reaction SMILES: C([NH:8][C@H:9]1[CH2:14][CH2:13][N:12]([C:15]([O:17][C:18]([CH3:21])([CH3:20])[CH3:19])=[O:16])[CH2:11][C@@H:10]1[F:22])C1C=CC=CC=1>CCO.[Pd]>[NH2:8][C@H:9]1[CH2:14][CH2:13][N:12]([C:15]([O:17][C:18]([CH3:20])([CH3:19])[CH3:21])=[O:16])[CH2:11][C@@H:10]1[F:22]. Procedure details: Pd/C 10% (4.5 g) was added to a solution of (3S,4S) tert-butyl 4-(benzyl amino)-3-fluoropiperidine-1-carboxylate, 2.9 (19.1 g, 0.062 mol) in EtOH (500 mL). The reaction was stirred under hydrogen atmosphere (balloon pressure) for 16 hours at room temperature. After completion of reaction by TLC, the mixture was filtered through celite-bed and concentrated under reduced pressure to obtain the title compound (3S,4S) tert-butyl 4-amino-3-fluoropiperidine-1-carboxylate, 2.11 (12.6 g, 93% yield). 1HN... The reactants are COS(=O)(=O)OC, [K+], [OH-], O, CC(O)c1cccc(Sc2ccccc2F)c1O. The product is COc1c(Sc2ccccc2F)cccc1C(C)O. Reaction SMILES: [CH3:21][O:22][S:23]([O:24][CH3:25])(=[O:26])=[O:27].[K+:2].[OH-:1].[OH2:28].[OH:3][c:4]1[c:5]([CH:18]([CH3:19])[OH:20])[cH:6][cH:7][cH:8][c:9]1[S:10][c:11]1[c:12]([F:17])[cH:13][cH:14][cH:15][cH:16]1>>[O:3]([c:4]1[c:5]([CH:18]([CH3:19])[OH:20])[cH:6][cH:7][cH:8][c:9]1[S:10][c:11]1[c:12]([F:17])[cH:13][cH:14][cH:15][cH:16]1)[CH3:21]. The reactants are [H-].[Na+] (NaH), CC(C(C#C)O)C (4-methylpent-1-yn-3-ol), C(C=C)Br (allyl bromide). Solvent: CCOCC (Et2O), CN(C)C=O (DMF). Run at time 20 minute. Product: C(C=C)OC(C#C)C(C)C (3-(allyloxy)-4-methylpent-1-yne). Yield: 63.9%. As a reaction SMILES: [CH3:1][CH:2]([CH3:7])[CH:3]([OH:6])[C:4]#[CH:5].[H-].[Na+].[CH2:10](Br)[CH:11]=[CH2:12]>CN(C=O)C.CCOCC>[CH2:12]([O:6][CH:3]([CH:2]([CH3:7])[CH3:1])[C:4]#[CH:5])[CH:11]=[CH2:10] |f:1.2|. Reported procedure: A solution of 4-methylpent-1-yn-3-ol (2.00 g, 20.38 mmol) in DMF (30 ml) was cooled (0° C. ice bath) and treated with 60% NaH (0.992 g, 24.80 mmol). The reaction was stirred for 20 min, then warmed to room temperature and stirred for 1 hr. To this was added allyl bromide (5.3 ml, 61.2 mmol) over 5 min. The reaction was stirred over the weekend. The reaction was diluted with Et2O (100 mL), washed with water (4×25 mL), brine (25 mL), dried (MgSO4), filtered and concentrated to give the product, 3-...